Dataset: the Open Reaction Database (ORD), a public repository of structured organic reaction records. Task: describe an organic reaction: reactants, conditions, products, and yield Reactants: CN(CCON)C(=O)OC(C)(C)C, CN1CCOCC1, CCOC(C)=O, O=C(O)c1ccc(F)c(F)c1Nc1ccc(I)cc1F, C1CCOC1, O=P(Cl)(c1ccccc1)c1ccccc1. The product is CN(CCONC(=O)c1ccc(F)c(F)c1Nc1ccc(I)cc1F)C(=O)OC(C)(C)C. Reaction SMILES: [C:43]([CH3:44])([CH3:45])([CH3:46])[O:47][C:48]([N:49]([CH3:50])[CH2:51][CH2:52][O:53][NH2:54])=[O:55].[CH3:21][N:22]1[CH2:23][CH2:24][O:25][CH2:26][CH2:27]1.[CH3:61][CH2:62][O:63][C:64](=[O:65])[CH3:66].[F:1][c:2]1[c:3]([NH:12][c:13]2[c:14]([F:20])[cH:15][c:16]([I:19])[cH:17][cH:18]2)[c:4]([C:5](=[O:6])[OH:7])[cH:8][cH:9][c:10]1[F:11].[O:56]1[CH2:57][CH2:58][CH2:59][CH2:60]1.[c:28]1([P:29]([Cl:30])([c:31]2[cH:32][cH:33][cH:34][cH:35][cH:36]2)=[O:37])[cH:38][cH:39][cH:40][cH:41][cH:42]1>>[F:1][c:2]1[c:3]([NH:12][c:13]2[c:14]([F:20])[cH:15][c:16]([I:19])[cH:17][cH:18]2)[c:4]([C:5](=[O:7])[NH:54][O:53][CH2:52][CH2:51][N:49]([C:48]([O:47][C:43]([CH3:44])([CH3:45])[CH3:46])=[O:55])[CH3:50])[cH:8][cH:9][c:10]1[F:11]. The reactants are OC1(CC(=O)OC(C1Br)CCC1=CC=C(C=C1)OCC1=CC=CC=C1)C (3-hydroxy-3-methyl-4-bromo-7-(p-benzyloxyphenyl)-5-heptanolide), C(CCC)[SnH](CCCC)CCCC (tri-n-butyltin hydride), Example 2 ( a ). As a reaction SMILES: [OH:1][C:2]1([CH3:26])[CH:8](Br)[CH:7]([CH2:10][CH2:11][C:12]2[CH:17]=[CH:16][C:15]([O:18][CH2:19][C:20]3[CH:25]=[CH:24][CH:23]=[CH:22][CH:21]=3)=[CH:14][CH:13]=2)[O:6][C:4](=[O:5])[CH2:3]1.C([SnH](CCCC)CCCC)CCC>O1CCCC1>[OH:1][C:2]1([CH3:26])[CH2:8][CH:7]([CH2:10][CH2:11][C:12]2[CH:17]=[CH:16][C:15]([O:18][CH2:19][C:20]3[CH:21]=[CH:22][CH:23]=[CH:24][CH:25]=3)=[CH:14][CH:13]=2)[O:6][C:4](=[O:5])[CH2:3]1. Isolated yield 88.7%. Reported procedure: The product obtained by reducing 2.0 g of 3-hydroxy-3-methyl-4-bromo-7-(p-benzyloxyphenyl)-5-heptanolide with 5.59 g of tri-n-butyltin hydride in 50 ml of anhydrous tetrahydrofuran according to the method described in Example 2 (a), was recrystallized from a mixture of n-hexane and ethyl ether (5:1) to give 1.44 g of the desired compound melting at 82°-85° C. Product: OC1(CC(=O)OC(C1)CCC1=CC=C(C=C1)OCC1=CC=CC=C1)C (3-Hydroxy-3-methyl-7-(p-benzyloxyphenyl)-5-heptanolide). Run in O1CCCC1 (tetrahydrofuran). Reaction SMILES: [CH3:13][O:14][CH2:15][CH2:16][N:17]1[CH2:18][CH2:19][NH:20][CH2:21][CH2:22]1.[CH3:1][O:2][c:3]1[c:4]([N+:10](=[O:11])[O-:12])[cH:5][cH:6][c:7]([F:9])[cH:8]1.[CH3:30][S:31]([CH3:32])=[O:33].[K+:23].[K+:24].[O-:25][C:26]([O-:27])=[O:28].[OH2:29]>>[CH3:1][O:2][c:3]1[c:4]([N+:10](=[O:11])[O-:12])[cH:5][cH:6][c:7]([N:20]2[CH2:19][CH2:18][N:17]([CH2:16][CH2:15][O:14][CH3:13])[CH2:22][CH2:21]2)[cH:8]1. Reactants: COCCN1CCNCC1, COc1cc(F)ccc1[N+](=O)[O-], CS(C)=O, [K+], [K+], O=C([O-])[O-], O. The product is COCCN1CCN(c2ccc([N+](=O)[O-])c(OC)c2)CC1. The reactants are CC1(C(NC(C2=C(C(=C(C=C12)[N+](=O)[O-])N)Br)=O)=O)C (4,4-dimethyl-6-nitro-7-amino-8- bromo-1,2,3,4-tetrahydroisoquinoline-1,3-dione). Reagents/catalysts: [Pd] (palladium on charcoal). Solvent: CO (methanol). Run at time 4 hour. Yields the product CC1(C(NC(C=2C=C3C(=CC12)NC(=N3)C3=CC=NC=C3)=O)=O)C (8,8-Dimethyl-2-(4-pyridyl)-5,6,7,8-tetrahydro-lH-imidazo[4,5-g]isoquinoline-5,7-dione). RXN SMILES: [CH3:1][C:2]1([CH3:19])[C:11]2[C:6](=[C:7](Br)[C:8]([NH2:15])=[C:9]([N+:12]([O-])=O)[CH:10]=2)[C:5](=[O:17])[NH:4][C:3]1=[O:18]>[Pd].CO>[CH3:1][C:2]1([CH3:19])[C:11]2[CH:10]=[C:9]3[NH:12][C:10]([C:11]4[CH:6]=[CH:5][N:4]=[CH:3][CH:2]=4)=[N:15][C:8]3=[CH:7][C:6]=2[C:5](=[O:17])[NH:4][C:3]1=[O:18]. Procedure details: 27 g. (82 mmole) 4,4-dimethyl-6-nitro-7-amino-8- bromo-1,2,3,4-tetrahydroisoquinoline-1,3-dione were hydrogenated in 300 ml. methanol in the presence of 2 g. 10% palladium on charcoal. After separating off the catalyst, the filtrate was evaporated, the residue was mixed with 500 ml. methylene chloride and 50 ml. triethylamine and, while cooling, 24 g. isonicotinic acid chloride hydrochloride slowly introduced. After 4 hours, the methylene chloride was evaporated off, the residue was worked up wi...